From a dataset of the Open Reaction Database (ORD), a public repository of structured organic reaction records. describe an organic reaction: reactants, conditions, products, and yield Reactants: CC1=CC=C(C=C1)C1=NC2=CC=CC=C2C(N1C1=CC=CC=C1)=O (2-(4-methylphenyl)-3-phenyl-4(3H)-quinazolinone), O (water), BrN1C(CCC1=O)=O (N-bromosuccinimide), C(C1=CC=CC=C1)(=O)OOC(C1=CC=CC=C1)=O (benzoyl peroxide). The solvent is C1=CC=CC=C1 (benzene). Product: BrCC1=CC=C(C=C1)C1=NC2=CC=CC=C2C(N1C1=CC=CC=C1)=O (2-(4-bromomethylphenyl)-3-phenyl-4(3H)-quinazolinone). Reaction SMILES: [CH3:1][C:2]1[CH:7]=[CH:6][C:5]([C:8]2[N:17]([C:18]3[CH:23]=[CH:22][CH:21]=[CH:20][CH:19]=3)[C:16](=[O:24])[C:15]3[C:10](=[CH:11][CH:12]=[CH:13][CH:14]=3)[N:9]=2)=[CH:4][CH:3]=1.[Br:25]N1C(=O)CCC1=O.C(OOC(=O)C1C=CC=CC=1)(=O)C1C=CC=CC=1.O>C1C=CC=CC=1>[Br:25][CH2:1][C:2]1[CH:3]=[CH:4][C:5]([C:8]2[N:17]([C:18]3[CH:19]=[CH:20][CH:21]=[CH:22][CH:23]=3)[C:16](=[O:24])[C:15]3[C:10](=[CH:11][CH:12]=[CH:13][CH:14]=3)[N:9]=2)=[CH:6][CH:7]=1. Reported procedure: A 0.62 g quantity of 2-(4-methylphenyl)-3-phenyl-4(3H)-quinazolinone, 0.39 g of N-bromosuccinimide (NBS) and 0.05 g of benzoyl peroxide were suspended in 20 ml of benzene and refluxed with heating for 10 hours. After adding 50 ml of water, the reaction mixture was extracted with chloroform. The chloroform layer was washed with water and dried over anhydrous sodium sulfate and the solvent was distilled off under reduced pressure to give 2-(4-bromomethylphenyl)-3-phenyl-4(3H)-quinazolinone as ligh...